Dataset: the Open Reaction Database (ORD), a public repository of structured organic reaction records. Task: describe an organic reaction: reactants, conditions, products, and yield The reactants are N#CCC(=O)[N-]Cc1ccc(O)c(O)c1, COc1cc(C=CC=O)cc([N+](=O)[O-])c1O. The product is COc1cc(C=CC=C(C#N)C(=O)NCc2ccc(O)c(O)c2)cc([N+](=O)[O-])c1O. RXN SMILES: [C:17](#[N:18])[CH2:19][C:20](=[O:21])[N-:22][CH2:23][c:24]1[cH:25][c:26]([OH:31])[c:27]([OH:30])[cH:28][cH:29]1.[CH3:1][O:2][c:3]1[cH:4][c:5]([CH:6]=[CH:7][CH:8]=[O:9])[cH:10][c:11]([N+:14](=[O:15])[O-:16])[c:12]1[OH:13]>>[CH3:1][O:2][c:3]1[cH:4][c:5]([CH:6]=[CH:7][CH:8]=[C:19]([C:17]#[N:18])[C:20](=[O:21])[NH:22][CH2:23][c:24]2[cH:25][c:26]([OH:31])[c:27]([OH:30])[cH:28][cH:29]2)[cH:10][c:11]([N+:14](=[O:15])[O-:16])[c:12]1[OH:13]. Reactants: ClCCCC(=O)C1=CC=CC=C1 (4-chlorobutyrophenone), CNC(NN)=S (4-methylthiosemicarbazide). Run in C(C)O (ethanol). Conditions: time 8 hour. Yields the product ClCCCC(C1=CC=CC=C1)=NNC(NC)=S (2-(4-Chloro-1-phenyl-butylidene)-N-methyl-hydrazinecarbothioamide). The yield is 100.4%. RXN SMILES: [Cl:1][CH2:2][CH2:3][CH2:4][C:5]([C:7]1[CH:12]=[CH:11][CH:10]=[CH:9][CH:8]=1)=O.[CH3:13][NH:14][C:15](=[S:18])[NH:16][NH2:17]>C(O)C>[Cl:1][CH2:2][CH2:3][CH2:4][C:5](=[N:17][NH:16][C:15](=[S:18])[NH:14][CH3:13])[C:7]1[CH:12]=[CH:11][CH:10]=[CH:9][CH:8]=1. Procedure: A mixture of 4-chlorobutyrophenone (7.6 mL, 48 mmol) and 4-methylthiosemicarbazide (5.0 g, 48 mmol) in 300 mL of ethanol under a nitrogen atmosphere was warmed to dissolve all the solids and then allowed to stir at room temperature overnight. The solvent was removed under reduced pressure to give 13.0 g of a light yellow solid. Recrystallization of the solid form ethanol gave 7.25 g (57%) of the title compound as a white solid, mp 94-96° C.